From a dataset of the Open Reaction Database (ORD), a public repository of structured organic reaction records. describe an organic reaction: reactants, conditions, products, and yield Reported procedure: To a solution of 3-(4-Amino-phenylsulfanyl)-4-(5-chloro-2-methoxy-phenyl)-6-trifluoromethyl-1H-quinolin-2-one or 3-(4-Amino-phenylsulfanyl)-4-(5-chloro-2-hydroxy-phenyl)-6-trifluoromethyl-1H-quinolin-2-one (49.0 mg, 103 μmol, 1 eq) in pyridine (50 μL) and methylene chloride (500 μL) was added the appropriate sulfonyl chloride (422 μmol, 4.1 eq), and the mixture stirred overnight at room temperature, or at 80° C. in the absense of methylene chloride for difficult cases. The pyridine was removed i... As a reaction SMILES: [NH2:1][C:2]1[CH:7]=[CH:6][C:5]([S:8][C:9]2[C:10](=[O:32])[NH:11][C:12]3[C:17]([C:18]=2[C:19]2[CH:24]=[C:23]([Cl:25])[CH:22]=[CH:21][C:20]=2[O:26]C)=[CH:16][C:15]([C:28]([F:31])([F:30])[F:29])=[CH:14][CH:13]=3)=[CH:4][CH:3]=1.N[C:34]1C=CC(SC2C(=O)NC3C(C=2C2C=C(Cl)C=CC=2O)=CC(C(F)(F)F)=CC=3)=C[CH:35]=1.[S:64](Cl)(Cl)(=[O:66])=[O:65]>N1C=CC=CC=1.C(Cl)Cl>[Cl:25][C:23]1[CH:22]=[CH:21][C:20]([OH:26])=[C:19]([C:18]2[C:17]3[C:12](=[CH:13][CH:14]=[C:15]([C:28]([F:30])([F:31])[F:29])[CH:16]=3)[NH:11][C:10](=[O:32])[C:9]=2[S:8][C:5]2[CH:4]=[CH:3][C:2]([NH:1][S:64]([CH2:34][CH3:35])(=[O:66])=[O:65])=[CH:7][CH:6]=2)[CH:24]=1. Reactants: NC1=CC=C(C=C1)SC=1C(NC2=CC=C(C=C2C1C1=C(C=CC(=C1)Cl)OC)C(F)(F)F)=O (3-(4-Amino-phenylsulfanyl)-4-(5-chloro-2-methoxy-phenyl)-6-trifluoromethyl-1H-quinolin-2-one), NC1=CC=C(C=C1)SC=1C(NC2=CC=C(C=C2C1C1=C(C=CC(=C1)Cl)O)C(F)(F)F)=O (3-(4-Amino-phenylsulfanyl)-4-(5-chloro-2-hydroxy-phenyl)-6-trifluoromethyl-1H-quinolin-2-one), S(=O)(=O)(Cl)Cl (sulfonyl chloride). The product is ClC=1C=CC(=C(C1)C1=C(C(NC2=CC=C(C=C12)C(F)(F)F)=O)SC1=CC=C(C=C1)NS(=O)(=O)CC)O (N-[4-[[4-(5-Chloro-2-hydroxyphenyl)-1,2-dihydro-2-oxo-6-(trifluoromethyl)-3-quinolinyl]thio]phenyl]ethanesulfonamide). Run at time 8 hour. Solvent: N1=CC=CC=C1 (pyridine), C(Cl)Cl (methylene chloride), C(Cl)Cl (methylene chloride). The reactants are BrC1=CSC=2C1=NC=CC2 (3-bromo-thieno[3,2-b]pyridine), Na2CO, O (water), CB(O)O (methylboronic acid), COCCOC.O.CCO (DME water EtOH). Reagents/catalysts: C=1C=CC(=CC1)[P](C=2C=CC=CC2)(C=3C=CC=CC3)[Pd]([P](C=4C=CC=CC4)(C=5C=CC=CC5)C=6C=CC=CC6)([P](C=7C=CC=CC7)(C=8C=CC=CC8)C=9C=CC=CC9)[P](C=1C=CC=CC1)(C=1C=CC=CC1)C=1C=CC=CC1 (Pd(PPh3)4). The solvent is C(Cl)Cl (CH2Cl2). Conditions: temperature 130 celsius. Yields the product CC1=CSC=2C1=NC=CC2 (3-Methyl-thieno[3,2-b]pyridine). Isolated yield 129.3%. RXN SMILES: Br[C:2]1[C:6]2=[N:7][CH:8]=[CH:9][CH:10]=[C:5]2[S:4][CH:3]=1.[CH3:11]B(O)O.COCCOC.O.CCO.O>C1C=CC([P]([Pd]([P](C2C=CC=CC=2)(C2C=CC=CC=2)C2C=CC=CC=2)([P](C2C=CC=CC=2)(C2C=CC=CC=2)C2C=CC=CC=2)[P](C2C=CC=CC=2)(C2C=CC=CC=2)C2C=CC=CC=2)(C2C=CC=CC=2)C2C=CC=CC=2)=CC=1.C(Cl)Cl>[CH3:11][C:2]1[C:6]2=[N:7][CH:8]=[CH:9][CH:10]=[C:5]2[S:4][CH:3]=1 |f:2.3.4,^1:29,31,50,69|. Procedure: 3 reaction vials are prepared: 214 mg of 3-bromo-thieno[3,2-b]pyridine (1.0 mmol) and 180 mg of methylboronic acid (3.0 mmol) are put in the each vial with 4 ml of DME/water/EtOH=7/3/1. 1.5 ml of 2 M Na2CO aq. (3.0 mmol) is added and N2 gas is bubbled in for 15 min. 58 mg of Pd(PPh3)4 (0.05 mmol) is added and each vials are sealed. These vials are heated at 130° C. for 30 min in the microwave. All reaction mixtures are combined, and water and CH2Cl2 are added. The CH2Cl2 layer are separated and ... Reported procedure: A stirred solution of 4 g of 3,5-di-tert-butyl-4-hydroxyacetophenone in 250 ml of dry methylene chloride is cooled to -78° C. and 7.3 ml di-iso-propyl ethylamine (i-Pr2EtN) is added followed by 8.1 ml of trimethylsilyl trifluoromethanesulphonate (TMSOTf). The mixture is stirred at -78° C. for 10 minutes and is allowed to warm to ambient temperature over 1 hour. The mixture is cooled again to -78° C., and 3.6 ml of dicyclopropylketone is added followed by 32 ml of 1M titanum tetrachloride solutio... Run at temperature -78 celsius, time 10 minute. As a reaction SMILES: [CH3:1][C:2]([C:4]1[CH:9]=[C:8]([C:10]([CH3:13])([CH3:12])[CH3:11])[C:7]([OH:14])=[C:6]([C:15]([CH3:18])([CH3:17])[CH3:16])[CH:5]=1)=[O:3].C(N(C(C)C)CC)(C)C.FC(F)(F)S(O[Si](C)(C)C)(=O)=O.[CH:40]1([C:43]([CH:45]2[CH2:47][CH2:46]2)=O)[CH2:42][CH2:41]1>C(Cl)Cl>[C:15]([C:6]1[CH:5]=[C:4]([C:2](=[O:3])[CH:1]=[C:43]([CH:45]2[CH2:47][CH2:46]2)[CH:40]2[CH2:42][CH2:41]2)[CH:9]=[C:8]([C:10]([CH3:11])([CH3:13])[CH3:12])[C:7]=1[OH:14])([CH3:18])([CH3:17])[CH3:16]. Yields the product C(C)(C)(C)C=1C=C(C=C(C1O)C(C)(C)C)C(C=C(C1CC1)C1CC1)=O (3,5-di-tert-butyl-4-hydroxyphenyl-3,3-dicyclopropylprop-2-en-1-one). Solvent: C(Cl)Cl (methylene chloride), C(Cl)Cl (methylene chloride). Starting materials: C1(CC1)C(=O)C1CC1 (dicyclopropylketone), CC(=O)C1=CC(=C(C(=C1)C(C)(C)C)O)C(C)(C)C (3,5-di-tert-butyl-4-hydroxyacetophenone), C(C)(C)N(CC)C(C)C (di-iso-propyl ethylamine), FC(S(=O)(=O)O[Si](C)(C)C)(F)F (trimethylsilyl trifluoromethanesulphonate), tetrachloride. Solvent: C(Cl)Cl (DCM). RXN SMILES: [Br:1][C:2]1[CH:3]=[C:4]2[C:9](=[CH:10][CH:11]=1)[C:8]([OH:12])=[C:7]([C@H:13]([O:19][C:20]([CH3:23])([CH3:22])[CH3:21])[C:14]([O:16][CH2:17][CH3:18])=[O:15])[C:6]([CH3:24])=[CH:5]2.C(N(C(C)C)CC)(C)C.Cl[Si:35]([CH2:40][CH3:41])([CH2:38][CH3:39])[CH2:36][CH3:37]>C(Cl)Cl>[Br:1][C:2]1[CH:3]=[C:4]2[C:9](=[CH:10][CH:11]=1)[C:8]([O:12][Si:35]([CH2:40][CH3:41])([CH2:38][CH3:39])[CH2:36][CH3:37])=[C:7]([C@H:13]([O:19][C:20]([CH3:23])([CH3:22])[CH3:21])[C:14]([O:16][CH2:17][CH3:18])=[O:15])[C:6]([CH3:24])=[CH:5]2. Procedure: To a solution of (S)-ethyl 2-(6-bromo-1-hydroxy-3-methylnaphthalen-2-yl)-2-tert-butoxyacetate (238 mg, 0.6 mmol) in anhydrous DCM (20 mL) at 0° C. was added diisopropylethylamine (0.21 mL, 1.2 mmol), followed by chlorotriethylsilane (0.12 mL, 0.72 mmol) and the resulting mixture stirred for 1 hour. The reaction was quenched with saturated sodium bicarbonate solution. The mixture was extracted with DCM and organic layer was concentrated and purified by flash column chromatography (silica gel, eth... The product is BrC=1C=C2C=C(C(=C(C2=CC1)O[Si](CC)(CC)CC)[C@@H](C(=O)OCC)OC(C)(C)C)C ((S)-ethyl 2-(6-bromo-3-methyl-1-(triethylsilyloxy)naphthalen-2-yl)-2-tert-butoxyacetate). Run at time 1 hour. Starting materials: BrC=1C=C2C=C(C(=C(C2=CC1)O)[C@@H](C(=O)OCC)OC(C)(C)C)C ((S)-ethyl 2-(6-bromo-1-hydroxy-3-methylnaphthalen-2-yl)-2-tert-butoxyacetate), C(C)(C)N(CC)C(C)C (diisopropylethylamine), Cl[Si](CC)(CC)CC (chlorotriethylsilane).